From a dataset of the Open Reaction Database (ORD), a public repository of structured organic reaction records. describe an organic reaction: reactants, conditions, products, and yield The reactants are [Cl-].[Al+3].[Cl-].[Cl-] (Aluminum chloride), NC1=NC=CC=C1 (2-aminopyridine), C(C)OC=C(C(=O)OCC)C#N (ethyl ethoxymethylenecyanoacetate), [N-]=[N+]=[N-].[Na+] (Sodium azide). Solvent: O1CCCC1 (tetrahydrofuran). Yields the product N1N=NN=C1C1=CN=C2N(C1=O)C=CC=C2 (3-(1H-tetrazol-5-yl)-4H-pyrido[1,2-a]pyrimidin-4-one). Isolated yield 15.4%. RXN SMILES: [Cl-].[Al+3].[Cl-].[Cl-].[N-:5]=[N+:6]=[N-:7].[Na+].[NH2:9][C:10]1[CH:15]=[CH:14][CH:13]=[CH:12][N:11]=1.C([O:18][CH:19]=[C:20]([C:26]#[N:27])[C:21](OCC)=O)C>O1CCCC1>[NH:5]1[C:26]([C:20]2[C:19](=[O:18])[N:11]3[CH:12]=[CH:13][CH:14]=[CH:15][C:10]3=[N:9][CH:21]=2)=[N:27][N:7]=[N:6]1 |f:0.1.2.3,4.5|. Procedure details: Aluminum chloride (1.73 g., 12.96 mmoles) was added to tetrahydrofuran (45 ml.) at -20°. Sodium azide (2.52 g., 38.71 mmoles) was then added and the mixture heated under reflux for 40 minutes. To this mixture was added 2-aminopyridine (1.0 g., 10.62 mmoles) and ethyl ethoxymethylenecyanoacetate (1.8 g., 10.62 mmoles). The mixture was heated under reflux for 18 hours. The mixture was concentrated and the residue treated with water (50 ml.). The mixture was acidified to pH 3 with 6N hydrochloric a... Starting materials: ClC1=CC=C(C=N1)S(=O)(=O)N1C[C@]2(CC3=C(C=C2CC1)N(N=C3)C3=CC=C(C=C3)F)COC ((R)-6-(6-chloropyridine-3-sulfonyl)-4a-methoxymethyl-1-(4-fluorophenyl)-4,4a,5,6,7,8-hexahydro-1H-1,2,6-triazacyclopenta[b]naphthalene), C(C)(C)N(CC)C(C)C (diisopropylethylamine), Cl.[C@@H]12OC[C@@H](NC1)C2 ((1S,4S)-2-oxa-5-azabicyclo[2.2.1]heptane hydrochloride). Yields the product FC1=CC=C(C=C1)N1N=CC2=C1C=C1CCN(C[C@]1(C2)COC)S(=O)(=O)C=2C=NC(=CC2)N2[C@@H]1CO[C@H](C2)C1 ((R)-1-(4-Fluorophenyl)-4a-methoxymethyl-6-[(1S,4S)-6-(2-oxa-5-aza-bicyclo[2.2.1]hept-5-yl)pyridine-3-sulfonyl]-4,4a,5,6,7,8-hexahydro-1H-1,2,6-triaza-cyclopenta[b]naphthalene). RXN SMILES: Cl[C:2]1[N:7]=[CH:6][C:5]([S:8]([N:11]2[CH2:20][CH2:19][C:18]3[C@:13]([CH2:31][O:32][CH3:33])([CH2:14][C:15]4[CH:23]=[N:22][N:21]([C:24]5[CH:29]=[CH:28][C:27]([F:30])=[CH:26][CH:25]=5)[C:16]=4[CH:17]=3)[CH2:12]2)(=[O:10])=[O:9])=[CH:4][CH:3]=1.C(N(C(C)C)CC)(C)C.Cl.[C@H:44]12[CH2:50][C@H:47]([NH:48][CH2:49]1)[CH2:46][O:45]2>>[F:30][C:27]1[CH:28]=[CH:29][C:24]([N:21]2[C:16]3[CH:17]=[C:18]4[C@:13]([CH2:31][O:32][CH3:33])([CH2:14][C:15]=3[CH:23]=[N:22]2)[CH2:12][N:11]([S:8]([C:5]2[CH:6]=[N:7][C:2]([N:48]3[CH2:49][C@@H:44]5[CH2:50][C@H:47]3[CH2:46][O:45]5)=[CH:3][CH:4]=2)(=[O:10])=[O:9])[CH2:20][CH2:19]4)=[CH:25][CH:26]=1 |f:2.3|. Procedure: The title compound was prepared by the method of Example 20 using (R)-6-(6-chloropyridine-3-sulfonyl)-4a-methoxymethyl-1-(4-fluorophenyl)-4,4a,5,6,7,8-hexahydro-1H-1,2,6-triazacyclopenta[b]naphthalene, diisopropylethylamine and (1S,4S)-2-oxa-5-azabicyclo[2.2.1]heptane hydrochloride. LCMS (Method F): 552 (M+H)+, Retention time 4.7 minutes. Procedure details: Preparation of 1,1,1-trifluoro-2-trifluoromethyl-2,5-pentanediol and 1,1,1-trifluoro-2 -trifluoromethyl-2,4-pentanediol: To a 3-necked, 3-L round bottomed flask equipped with an overhead stirrer, digital thermometer and a 1-L constant-pressure addition funnel with a nitrogen inlet was added 974 mL (1.95 mol) of borane-dimethylsulfide complex (2.0 M in tetrahydrofuran). The addition funnel was charged with a solution of 353 g (1.7 mol) of 1,1,1-trifluoro-2-trifluoromethyl-4-penten-2-ol in 400 mL ... Run in O1CCCC1 (tetrahydrofuran). As a reaction SMILES: [F:1][C:2]([F:14])([F:13])[C:3]([C:9]([F:12])([F:11])[F:10])([OH:8])[CH2:4][CH2:5][CH2:6][OH:7].F[C:16](F)(F)[C:17](C(F)(F)F)(O)CC(O)C.B.CSC.FC(F)(F)C(C(F)(F)F)(O)CC=C.[OH-].[Na+]>O1CCCC1>[F:1][C:2]([F:13])([F:14])[C:3]([C:9]([F:10])([F:11])[F:12])([OH:8])[CH2:4][CH2:5][CH2:6][O:7][CH:16]=[CH2:17] |f:2.3,5.6|. Yields the product FC(C(CCCOC=C)(O)C(F)(F)F)(F)F (1,1,1-trifluoro-2-trifluoromethyl-5-vinyloxy-pentan-2-ol). Starting materials: olefin, [OH-].[Na+] (NaOH), 1-L, FC(C(CCCO)(O)C(F)(F)F)(F)F (1,1,1-trifluoro-2-trifluoromethyl-2,5-pentanediol), FC(C(CC(C)O)(O)C(F)(F)F)(F)F (1,1,1-trifluoro-2 -trifluoromethyl-2,4-pentanediol), B.CSC (borane dimethylsulfide), 3-L, FC(C(CC=C)(O)C(F)(F)F)(F)F (1,1,1-trifluoro-2-trifluoromethyl-4-penten-2-ol). Starting materials: cuprous oxide, NC1=CC=C(OCC2(OC3=C(C(=C(C(=C3CC2)C)C)C)C)C)C=C1 (2-(4-aminophenoxymethyl)-2,5,6,7,8-pentamethylchroman), C(C=C)(=O)OCC (ethyl acrylate), Cl (hydrochloric acid), N(=O)[O-].[Na+] (sodium nitrite). The solvent is CC(=O)C (acetone), O (water). Product: ClC(C(=O)OCC)CC1=CC=C(C=C1)OCC1(OC2=C(C(=C(C(=C2CC1)C)C)C)C)C (Ethyl 2-chloro-3-[4-(2,5,6,7,8-pentamethylchroman-2-ylmethoxy)phenyl]propionate). RXN SMILES: N[C:2]1[CH:24]=[CH:23][C:5]([O:6][CH2:7][C:8]2([CH3:22])[CH2:17][CH2:16][C:15]3[C:10](=[C:11]([CH3:21])[C:12]([CH3:20])=[C:13]([CH3:19])[C:14]=3[CH3:18])[O:9]2)=[CH:4][CH:3]=1.[ClH:25].N([O-])=O.[Na+].[C:30]([O:34][CH2:35][CH3:36])(=[O:33])[CH:31]=[CH2:32]>O.CC(C)=O>[Cl:25][CH:31]([CH2:32][C:2]1[CH:24]=[CH:23][C:5]([O:6][CH2:7][C:8]2([CH3:22])[CH2:17][CH2:16][C:15]3[C:10](=[C:11]([CH3:21])[C:12]([CH3:20])=[C:13]([CH3:19])[C:14]=3[CH3:18])[O:9]2)=[CH:4][CH:3]=1)[C:30]([O:34][CH2:35][CH3:36])=[O:33] |f:2.3|. Reported procedure: A procedure similar to that described in Preparation 5 was repeated, except that 734 mg of 2-(4-aminophenoxymethyl)-2,5,6,7,8-pentamethylchroman (prepared as described in Preparation 32), 1 ml of concentrated aqueous hydrochloric acid, 190 mg of sodium nitrite, 1.2 ml of ethyl acrylate, 70 mg of cuprous oxide, 10 ml of acetone and 2 ml of water were reacted, to afford 390 mg of the title compound as a pale yellow oil. Reactants: [BH4-], CC(C)O, O=C1CCN(CCCc2noc3cc(F)ccc23)CC1, [Na+]. Product: OC1CCN(CCCc2noc3cc(F)ccc23)CC1. Reaction SMILES: [BH4-:21].[CH:23]([OH:24])([CH3:25])[CH3:26].[F:1][c:2]1[cH:3][c:4]2[c:5]([c:6]([CH2:9][CH2:10][CH2:11][N:12]3[CH2:13][CH2:14][C:15](=[O:18])[CH2:16][CH2:17]3)[n:7][o:8]2)[cH:19][cH:20]1.[Na+:22]>>[F:1][c:2]1[cH:3][c:4]2[c:5]([c:6]([CH2:9][CH2:10][CH2:11][N:12]3[CH2:13][CH2:14][CH:15]([OH:18])[CH2:16][CH2:17]3)[n:7][o:8]2)[cH:19][cH:20]1. Starting materials: COC1=CC=C(C=C1)C1=C(C(NN=C1C1=CC=C(C=C1)OC)=O)C#N (5,6-bis(4-methoxyphenyl)-4-cyano-2H-pyridazin-3-one), C(C)I (ethyl iodide). Yields the product COC1=CC=C(C=C1)C1=C(C(N(N=C1C1=CC=C(C=C1)OC)CC)=O)C#N (5,6-bis(4-Methoxyphenyl)-4-cyano2-ethyl-2H-pyridazin-3-one). Isolated yield 76.8%. As a reaction SMILES: [CH3:1][O:2][C:3]1[CH:8]=[CH:7][C:6]([C:9]2[C:14]([C:15]3[CH:20]=[CH:19][C:18]([O:21][CH3:22])=[CH:17][CH:16]=3)=[N:13][NH:12][C:11](=[O:23])[C:10]=2[C:24]#[N:25])=[CH:5][CH:4]=1.[CH2:26](I)[CH3:27]>>[CH3:1][O:2][C:3]1[CH:8]=[CH:7][C:6]([C:9]2[C:14]([C:15]3[CH:20]=[CH:19][C:18]([O:21][CH3:22])=[CH:17][CH:16]=3)=[N:13][N:12]([CH2:26][CH3:27])[C:11](=[O:23])[C:10]=2[C:24]#[N:25])=[CH:5][CH:4]=1. Reported procedure: Using 5,6-bis(4-methoxyphenyl)-4-cyano-2H-pyridazin-3-one and ethyl iodide as starting materials, the procedures of Example 1 were repeated likewise, whereby the title compound was obtained in a yield of 76.8%. The reactants are ClC=1C(=NC=CN1)C(=O)O (3-chloro-2-pyrazinecarboxylic acid), CN(C)C(=[N+](C)C)ON1C2=C(C=CC=C2)N=N1.[B-](F)(F)(F)F (TBTU), C(C)(C)N(CC)C(C)C (diisopropylethylamine), Cl.C1=C(C=CC2=CC=CC=C12)CCOCC(=N)N (2-(2-naphthalen-2-yl-ethoxy)-acetamidine hydrochloride). Run in CN(C)C=O (DMF), ClCCl (dichloromethane). Conditions: time 2 hour. The product is N=C(COCCC1=CC2=CC=CC=C2C=C1)NC(=O)C1=NC=CN=C1Cl (3-Chloro-pyrazine-2-carboxylic acid[1-imino-2-(2-naphthalen-2-yl-ethoxy)-ethyl]-amide). Reaction SMILES: [Cl:1][C:2]1[C:3]([C:8]([OH:10])=O)=[N:4][CH:5]=[CH:6][N:7]=1.CN(C(ON1N=NC2C=CC=CC1=2)=[N+](C)C)C.[B-](F)(F)(F)F.C(N(C(C)C)CC)(C)C.Cl.[CH:43]1[C:52]2[C:47](=[CH:48][CH:49]=[CH:50][CH:51]=2)[CH:46]=[CH:45][C:44]=1[CH2:53][CH2:54][O:55][CH2:56][C:57]([NH2:59])=[NH:58]>CN(C=O)C.ClCCl>[NH:58]=[C:57]([NH:59][C:8]([C:3]1[C:2]([Cl:1])=[N:7][CH:6]=[CH:5][N:4]=1)=[O:10])[CH2:56][O:55][CH2:54][CH2:53][C:44]1[CH:45]=[CH:46][C:47]2[C:52](=[CH:51][CH:50]=[CH:49][CH:48]=2)[CH:43]=1 |f:1.2,4.5|. Procedure details: Under an atmosphere of nitrogen, 3-chloro-2-pyrazinecarboxylic acid (Tyger, 250 mg), TBTU (532 mg), and diisopropylethylamine (1.34 ml) were added to a solution of 2-(2-naphthalen-2-yl-ethoxy)-acetamidine hydrochloride (417 mg) in DMF (5 ml). The reaction mixture was stirred for 2 h at r.t., diluted with dichloromethane and washed with water. The organic layer was dried (Na2SO4), filtered, and the solvent was evaporated. The obtained, crude title compound (567 mg) was used without further purifi...